From a dataset of the Open Reaction Database (ORD), a public repository of structured organic reaction records. describe an organic reaction: reactants, conditions, products, and yield Reactants: Br (hydrobromic acid), [OH-].[Na+] (sodium hydroxide), OS(=O)(=O)[O-].[Na+] (NaHSO4), Br (hydrobromic acid), [OH-].[Na+] (sodium hydroxide), OS(=O)(=O)[O-].[Na+] (NaHSO4). Yields the product [Na+].[Br-] (NaBr), [O-]S(=O)[O-].[Na+].[Na+] (Na2SO3), [O-]S(=O)(=O)[O-].[Na+].[Na+] (Na2SO4). As a reaction SMILES: [OH:1][S:2]([O-:5])(=[O:4])=[O:3].[Na+:6].[BrH:7].[OH-].[Na+]>>[Na+:6].[Br-:7].[O-:3][S:2]([O-:4])=[O:1].[Na+:6].[Na+:6].[O-:4][S:2]([O-:5])(=[O:3])=[O:1].[Na+:6].[Na+:6] |f:0.1,3.4,5.6,7.8.9,10.11.12|. Procedure: Due to the presence of [NaHSO4] and hydrobromic acid (hydrogen bromide) [HBr], along with a decrease in pH down to about 1, the acidity of the chemically treated aqueous phase was neutralized using the 34-35 weight percent aqueous solution of sodium hydroxide. The [NaHSO4] and hydrobromic acid [HBr] present in the chemically treated aqueous phase reacted with the sodium hydroxide to form [NaBr], [Na2SO3], and [Na2SO4], in the resulting neutralized chemically treated aqueous phase, along with inc... Starting materials: BrC1=CC=C(C=C1)C(C)=O (p-bromoacetophenone), N1=CNC2=C1C=CC=C2 (benzimidazole), C([O-])([O-])=O.[K+].[K+] (potassium carbonate), cuprous bromide. Reagents/catalysts: [Cu] (copper bronze). The solvent is CN1C(CCC1)=O (N-methylpyrrolidinone). Reaction conditions: temperature 160 celsius. Product: N1(C=NC2=C1C=CC=C2)C2=CC=C(C=C2)C(C)=O (4'-(1-benzimidazolyl)acetophenone). Reaction SMILES: Br[C:2]1[CH:7]=[CH:6][C:5]([C:8](=[O:10])[CH3:9])=[CH:4][CH:3]=1.[N:11]1[C:15]2[CH:16]=[CH:17][CH:18]=[CH:19][C:14]=2[NH:13][CH:12]=1.C(=O)([O-])[O-].[K+].[K+]>CN1CCCC1=O.[Cu]>[N:11]1([C:2]2[CH:7]=[CH:6][C:5]([C:8](=[O:10])[CH3:9])=[CH:4][CH:3]=2)[C:15]2[CH:16]=[CH:17][CH:18]=[CH:19][C:14]=2[N:13]=[CH:12]1 |f:2.3.4|. Procedure: A mixture of p-bromoacetophenone (3.98 g, 20 mmol), benzimidazole (4.72 g, 40 mmol), copper bronze (1.27 g, 20 mmol), anhydrous potassium carbonate (5.52 g, 40 mmol) and cuprous bromide (290 mg, 2 mmol) in dry N-methylpyrrolidinone (60 ml) was heated under nitrogen at 160° C. for 8 hours. Most of the solvent was removed by distillation under reduced pressure and the residue was diluted with dichloromethane (500 ml) and 2N sodium hydroxide (200 ml). The organic layer was washed with water (300 ml...